From a dataset of the Open Reaction Database (ORD), a public repository of structured organic reaction records. describe an organic reaction: reactants, conditions, products, and yield The reactants are CC(=O)O, CCOCC, ClC(Cl)Cl, O=[Cr](=O)([O-])Cl, Cc1ccc(S(=O)(=O)OC2CCC(O)CC2)cc1, c1cc[nH+]cc1. Product: Cc1ccc(S(=O)(=O)OC2CCC(=O)CC2)cc1. RXN SMILES: [C:34]([OH:35])(=[O:36])[CH3:37].[CH3:38][CH2:39][O:40][CH2:41][CH3:42].[Cl:19][CH:20]([Cl:21])[Cl:22].[O:23]=[Cr:24]([Cl:25])([O-:26])=[O:27].[OH:1][CH:2]1[CH2:3][CH2:4][CH:5]([O:8][S:9](=[O:10])(=[O:11])[c:12]2[cH:13][cH:14][c:15]([CH3:18])[cH:16][cH:17]2)[CH2:6][CH2:7]1.[nH+:28]1[cH:29][cH:30][cH:31][cH:32][cH:33]1>>[O:1]=[C:2]1[CH2:3][CH2:4][CH:5]([O:8][S:9](=[O:10])(=[O:11])[c:12]2[cH:13][cH:14][c:15]([CH3:18])[cH:16][cH:17]2)[CH2:6][CH2:7]1.